This data is from the Open Reaction Database (ORD), a public repository of structured organic reaction records. The task is: describe an organic reaction: reactants, conditions, products, and yield Reactants: C(C)OC(CN(C)C([C@H](CN(S(=O)(=O)C1=C(C=CC=C1)[N+](=O)[O-])C)NC([C@H](CCCN\C(=N/S(=O)(=O)C=1C(=C(C2=C(CC(O2)(C)C)C1C)C)C)\N)N)=O)=O)=O (({(S)-2-[(S)-2-Amino-5-({amino-[(Z)-2,2,4,6,7-pentamethyl-2,3-dihydro-benzofuran-5-sulfonylimino]-methyl}-amino)-pentanoylamino]-3-[methyl-(2-nitro-benzenesulfonyl)-amino]-propionyl}-methyl-amino)-acetic acid ethyl ester), CCN(C(C)C)C(C)C (DIPEA), CC(=O)OC(=O)C (Ac2O). The solvent is C(Cl)(Cl)Cl (CHCl3). Run at time 30 minute. The product is C(C)OC(CN(C)C([C@H](CN(S(=O)(=O)C1=C(C=CC=C1)[N+](=O)[O-])C)NC([C@H](CCCN\C(=N/S(=O)(=O)C=1C(=C(C2=C(CC(O2)(C)C)C1C)C)C)\N)NC(C)=O)=O)=O)=O (({(S)-2-[(S)-2-Acetylamino-5-({amino-[(Z)-2,2,4,6,7-pentamethyl-2,3-dihydro-benzofuran-5-sulfonylimino]-methyl}-amino)-pentanoylamino]-3-[methyl-(2-nitro-benzenesulfonyl)-amino]-propionyl}-methyl-amino)-acetic acid ethyl ester). Isolated yield 82.7%. As a reaction SMILES: [CH2:1]([O:3][C:4](=[O:55])[CH2:5][N:6]([C:8](=[O:54])[C@@H:9]([NH:25][C:26](=[O:53])[C@@H:27]([NH2:52])[CH2:28][CH2:29][CH2:30][NH:31]/[C:32](/[NH2:51])=[N:33]\[S:34]([C:37]1[C:38]([CH3:50])=[C:39]([CH3:49])[C:40]2[O:44][C:43]([CH3:46])([CH3:45])[CH2:42][C:41]=2[C:47]=1[CH3:48])(=[O:36])=[O:35])[CH2:10][N:11]([CH3:24])[S:12]([C:15]1[CH:20]=[CH:19][CH:18]=[CH:17][C:16]=1[N+:21]([O-:23])=[O:22])(=[O:14])=[O:13])[CH3:7])[CH3:2].CCN(C(C)C)C(C)C.[CH3:65][C:66](OC(C)=O)=[O:67]>C(Cl)(Cl)Cl>[CH2:1]([O:3][C:4](=[O:55])[CH2:5][N:6]([C:8](=[O:54])[C@@H:9]([NH:25][C:26](=[O:53])[C@@H:27]([NH:52][C:66](=[O:67])[CH3:65])[CH2:28][CH2:29][CH2:30][NH:31]/[C:32](/[NH2:51])=[N:33]\[S:34]([C:37]1[C:38]([CH3:50])=[C:39]([CH3:49])[C:40]2[O:44][C:43]([CH3:45])([CH3:46])[CH2:42][C:41]=2[C:47]=1[CH3:48])(=[O:35])=[O:36])[CH2:10][N:11]([CH3:24])[S:12]([C:15]1[CH:20]=[CH:19][CH:18]=[CH:17][C:16]=1[N+:21]([O-:23])=[O:22])(=[O:14])=[O:13])[CH3:7])[CH3:2]. Reported procedure: To a solution of compound F (6.6 g, 7.8 mmol) in CHCl3 (50 mL) at 5° C. was added DIPEA (4.8 mL, 27.4 mmol) followed by Ac2O (0.9 mL, 9.4 mmol). The reaction mixture was stirred at ambient temperature for 30 min. Solvents were removed in vacuo, and then the residue was diluted with water (500 mL) and EtOAc (500 mL). The organic layer was separated and washed with water (300 mL), 2% aqueous H2SO4 (200 mL), water (2×300 mL) and brine (100 mL). The organic layer was separated, dried over Na2SO4 and... Starting materials: [Br-], CCOC(C)=O, CCCCCCCCCCCCCCCC[N+](C)(C)C, Cl, [K+], O=[Mn](=O)(=O)[O-], O, O=Cc1ccc(S(=O)(=O)c2ccc3ccccc3c2)cc1. Product: O=C(O)c1ccc(S(=O)(=O)c2ccc3ccccc3c2)cc1. RXN SMILES: [Br-:36].[CH3:29][CH2:30][O:31][C:32](=[O:33])[CH3:34].[CH3:37][CH2:38][CH2:39][CH2:40][CH2:41][CH2:42][CH2:43][CH2:44][CH2:45][CH2:46][CH2:47][CH2:48][CH2:49][CH2:50][CH2:51][CH2:52][N+:53]([CH3:54])([CH3:55])[CH3:56].[ClH:28].[K+:27].[Mn:22](=[O:23])([O-:24])(=[O:25])=[O:26].[OH2:35].[cH:1]1[c:2]([S:11](=[O:12])(=[O:13])[c:14]2[cH:15][cH:16][c:17]([CH:18]=[O:19])[cH:20][cH:21]2)[cH:3][cH:4][c:5]2[cH:6][cH:7][cH:8][cH:9][c:10]12>>[cH:1]1[c:2]([S:11](=[O:12])(=[O:13])[c:14]2[cH:15][cH:16][c:17]([C:18](=[O:19])[OH:23])[cH:20][cH:21]2)[cH:3][cH:4][c:5]2[cH:6][cH:7][cH:8][cH:9][c:10]12.